This data is from the Open Reaction Database (ORD), a public repository of structured organic reaction records. The task is: describe an organic reaction: reactants, conditions, products, and yield Starting materials: FC(C(=O)C1=CC(=CC=C1)C(F)(F)F)(F)F (2,2,2-Trifluoro-3'-(trifluoromethyl)acetophenone), C(C)(C)C1=C(C(=CC(=C1)C(C)C)C(C)C)S(=O)(=O)NN (2,4,6-Triisopropylbenzenesulfonyl hydrazine). Reagents/catalysts: [Ti](Cl)(Cl)(Cl)Cl (Titanium tetrachloride). The solvent is ClCCl (dichloromethane). Conditions: temperature 0 celsius, time 12 hour. Product: FC(C(C1=CC(=CC=C1)C(F)(F)F)=NNS(=O)(=O)C1=C(C=C(C=C1C(C)C)C(C)C)C(C)C)(F)F (N-[2,2,2-Trifluoro-1-(3-(trifluoromethyl)phenyl)ethylidene]-N'-(2,4,6-triisopropylbenzenesulfonyl)hydrazine). Yield: 49.8%. As a reaction SMILES: [F:1][C:2]([F:16])([F:15])[C:3]([C:5]1[CH:10]=[CH:9][CH:8]=[C:7]([C:11]([F:14])([F:13])[F:12])[CH:6]=1)=O.[CH:17]([C:20]1[CH:25]=[C:24]([CH:26]([CH3:28])[CH3:27])[CH:23]=[C:22]([CH:29]([CH3:31])[CH3:30])[C:21]=1[S:32]([NH:35][NH2:36])(=[O:34])=[O:33])([CH3:19])[CH3:18]>ClCCl.[Ti](Cl)(Cl)(Cl)Cl>[F:1][C:2]([F:16])([F:15])[C:3](=[N:36][NH:35][S:32]([C:21]1[C:22]([CH:29]([CH3:30])[CH3:31])=[CH:23][C:24]([CH:26]([CH3:28])[CH3:27])=[CH:25][C:20]=1[CH:17]([CH3:19])[CH3:18])(=[O:33])=[O:34])[C:5]1[CH:10]=[CH:9][CH:8]=[C:7]([C:11]([F:14])([F:13])[F:12])[CH:6]=1. Reported procedure: 2,2,2-Trifluoro-3'-(trifluoromethyl)acetophenone (3.7 g, 0.15 mol) was dissolved in dichloromethane (15 ml, anhydrous) and the solution was cooled to 0° C. Titanium tetrachloride (15 ml, 1.0M in dichloromethane) was added to the solution dropwise and the resulting ochre suspension was stirred at room temperature for 12 h. 2,4,6-Triisopropylbenzenesulfonyl hydrazine (3.8 g, 0.015 mol) was added to the suspension and the reaction mixture was stirred for 2 h. The mixture was quenched with water and... Reactants: BrC=1SC2=C(C1)C(CCC2)=O (2-bromo-6,7-dihydro-1-benzothiophen-4(5H)-one), ClC1=CC=C(C=C1)[Mg]Br (4-chlorophenylmagnesium bromide), CCOCC (ether), [NH4+].[Cl-] (NH4Cl). Solvent: CCOC(=O)C (EtOAc), O1CCCC1 (tetrahydrofuran). Run at time 30 minute. The product is BrC=1SC2=C(C1)C(CCC2)(O)C2=CC=C(C=C2)Cl (2-bromo-4-(4-chlorophenyl)-4,5,6,7-tetrahydro-1-benzothiophene-4-ol). The yield is 85.0%. Reaction SMILES: [Br:1][C:2]1[S:3][C:4]2[CH2:10][CH2:9][CH2:8][C:7](=[O:11])[C:5]=2[CH:6]=1.[Cl:12][C:13]1[CH:18]=[CH:17][C:16]([Mg]Br)=[CH:15][CH:14]=1.CCOCC.[NH4+].[Cl-]>CCOC(C)=O.O1CCCC1>[Br:1][C:2]1[S:3][C:4]2[CH2:10][CH2:9][CH2:8][C:7]([C:16]3[CH:17]=[CH:18][C:13]([Cl:12])=[CH:14][CH:15]=3)([OH:11])[C:5]=2[CH:6]=1 |f:3.4|. Reported procedure: In a 250 mL round bottomed flask was placed 2-bromo-6,7-dihydro-1-benzothiophen-4(5H)-one (1.9 g, 8.2 mmol) and tetrahydrofuran (30 mL). To the solution was added 4-chlorophenylmagnesium bromide in ether (1 M, 8.2 mL, 8.2 mmol) and the mixture was stirred for 30 min at rt. To the mixture were added 10% NH4Cl aq (50 mL) and EtOAc (50 mL). The mixture was vigorously stirred for 10 min and then the aqueous phase was discarded. The organic phase was dried over anhydrous MgSO4 and insoluble materials... Reactants: C(CCCCCC)N (heptylamine), O=C[C@H](O)[C@@H](O)[C@H](O)[C@H](O)CO (glucose). Solvent: O (water). Run at time 24 hour. The product is C(CCCCCC)NC1[C@H](O)[C@@H](O)[C@H](O)[C@H](O1)CO (N-heptylglucosylamine). Reaction SMILES: [CH2:1]([NH2:8])[CH2:2][CH2:3][CH2:4][CH2:5][CH2:6][CH3:7].[O:9]=[CH:10][C@@H:11]([C@H:13]([C@@H:15]([C@@H:17]([CH2:19][OH:20])[OH:18])[OH:16])[OH:14])O>O>[CH2:1]([NH:8][CH:19]1[O:20][C@H:11]([CH2:10][OH:9])[C@@H:13]([OH:14])[C@H:15]([OH:16])[C@H:17]1[OH:18])[CH2:2][CH2:3][CH2:4][CH2:5][CH2:6][CH3:7]. Reported procedure: A solution of heptylamine (11.5 g in 50 ml of ethanol) was added to a solution containing 9 g of glucose and 35 ml of water. The reaction mixture was stirred for about 24 hours at ambient temperature. The precipitate formed was filtered and recrystallized from ethanol, then lyophilized.